Dataset: the Open Reaction Database (ORD), a public repository of structured organic reaction records. Task: describe an organic reaction: reactants, conditions, products, and yield The reactants are BrCCCCCCCC(=O)C1=CC=C(C=C1)Cl (8-bromo-1-(4-chlorophenyl)octan-1-one), [BH4-].[Na+] (sodium borohydride), C(C)(=O)O (acetic acid). The solvent is O (water), industrial methylated spirit. Conditions: time 1 hour. The product is BrCCCCCCCC(O)C1=CC=C(C=C1)Cl (8-Bromo-1-(4-chlorophenyl)-1-hydroxyoctane). Reaction SMILES: [Br:1][CH2:2][CH2:3][CH2:4][CH2:5][CH2:6][CH2:7][CH2:8][C:9]([C:11]1[CH:16]=[CH:15][C:14]([Cl:17])=[CH:13][CH:12]=1)=[O:10].[BH4-].[Na+].C(O)(=O)C>O>[Br:1][CH2:2][CH2:3][CH2:4][CH2:5][CH2:6][CH2:7][CH2:8][CH:9]([C:11]1[CH:16]=[CH:15][C:14]([Cl:17])=[CH:13][CH:12]=1)[OH:10] |f:1.2|. Reported procedure: To a solution of 8-bromo-1-(4-chlorophenyl)octan-1-one (0.95 g) in industrial methylated spirit (10 ml) was added sodium borohydride (0.115 g) at −10° C. After stirring for 1 h, glacial acetic acid (0.2 g) was added and the mixture was poured into water (60 ml) and extracted with diethyl ether. The diethyl ether layer was washed with brine and dried over magnesium sulfate. Removal of the solvent under reduced pressure gave an oil that was chromatographed on silica gel using dichloromethane as el... Reactants: FC1=CC=C(C=C1)C(C1=CC=C(C=C1)P(OCC)(=O)C)NC(=O)C=1C(=NC(=NC1)N1N=CC=C1)O (Ethyl 4-((4-fluorophenyl)(4-hydroxy-2-(1H-pyrazol-1-yl)pyrimidine-5-carboxamido)methyl)phenyl(methyl)phosphinate), FC1=CC=C(C=C1)C(C1=CC=C(C=C1)P(OCC)(=O)C)NC(=O)C=1C(=NC(=NC1)N1N=CC=C1)O (ethyl 4-((4-fluorophenyl)(4-hydroxy-2-(1H-pyrazol-1-yl)pyrimidine-5-carboxamido)methyl)phenyl(methyl)phosphinate), [OH-].[Na+] (NaOH). Reaction SMILES: [F:1][C:2]1[CH:7]=[CH:6][C:5]([CH:8]([NH:21][C:22]([C:24]2[C:25]([OH:35])=[N:26][C:27]([N:30]3[CH:34]=[CH:33][CH:32]=[N:31]3)=[N:28][CH:29]=2)=[O:23])[C:9]2[CH:14]=[CH:13][C:12]([P:15]([CH3:20])(=[O:19])[O:16]CC)=[CH:11][CH:10]=2)=[CH:4][CH:3]=1.[OH-].[Na+]>O1CCOCC1>[F:1][C:2]1[CH:3]=[CH:4][C:5]([CH:8]([NH:21][C:22]([C:24]2[C:25]([OH:35])=[N:26][C:27]([N:30]3[CH:34]=[CH:33][CH:32]=[N:31]3)=[N:28][CH:29]=2)=[O:23])[C:9]2[CH:10]=[CH:11][C:12]([P:15]([CH3:20])(=[O:16])[OH:19])=[CH:13][CH:14]=2)=[CH:6][CH:7]=1 |f:1.2|. Solvent: O1CCOCC1 (dioxane). Product: FC1=CC=C(C=C1)C(C1=CC=C(C=C1)P(O)(=O)C)NC(=O)C=1C(=NC(=NC1)N1N=CC=C1)O (4-((4-fluorophenyl)(4-hydroxy-2-(1H-pyrazol-1-yl)pyrimidine-5-carboxamido)methyl)phenyl(methyl)phosphinic acid). Procedure details: Ethyl 4-((4-fluorophenyl)(4-hydroxy-2-(1H-pyrazol-1-yl)pyrimidine-5-carboxamido)methyl)phenyl(methyl)phosphinate, 17-f, (2 g, 4.03 mmol) was dissolved in 20 ml of dioxane and treated with 10 ml of 3N NaOH. The mixture was heated at 80° C. for one hour. Then the mixture was concentrated under vacuum and the residue was diluted with water and washed with ethyl acetate. The aqueous layer was acidified with conc. HCl to pH=1 and the expected product crashed out (1.7 g of crude). The product can be f... Conditions: temperature 80 celsius. Reactants: C(C)OC(=O)C=1NN=C(C1)C1CC1 (5-cyclopropyl-2H-pyrazole-3-carboxylic acid ethyl ester), ClN1C(CCC1=O)=O (N-chlorosuccinimide). Solvent: CN(C=O)C (N,N-dimethylformamide). Reaction conditions: time 15 hour. Product: C(C)OC(=O)C=1NN=C(C1Cl)C1CC1 (4-chloro-5-cyclopropyl-2H-pyrazole-3-carboxylic acid ethyl ester). Yield: 89.4%. RXN SMILES: [CH2:1]([O:3][C:4]([C:6]1[NH:7][N:8]=[C:9]([CH:11]2[CH2:13][CH2:12]2)[CH:10]=1)=[O:5])[CH3:2].[Cl:14]N1C(=O)CCC1=O>CN(C)C=O>[CH2:1]([O:3][C:4]([C:6]1[NH:7][N:8]=[C:9]([CH:11]2[CH2:12][CH2:13]2)[C:10]=1[Cl:14])=[O:5])[CH3:2]. Reported procedure: To a solution of 5-cyclopropyl-2H-pyrazole-3-carboxylic acid ethyl ester (202 mg) in N,N-dimethylformamide (4 ml) was added at 0° C. N-chlorosuccinimide (199 mg) and stirring was continued at 22° C. for 15 hours. For the workup, The mixture was partitioned between water and ethyl acetate, the organic layer was dried, evaporated and the residue purified by chromatography on silica using a 8:1-mixture of n-heptane and ethyl acetate as the eluent to give 4-chloro-5-cyclopropyl-2H-pyrazole-3-carboxy... The reactants are S(O)(O)(=O)=O (sulfuric acid), BrC(C(=O)C1=C(C=C(C=C1)OCC1=CC=C(C=C1)OC)O[Si](C)(C)C(C)(C)C)C(C(C)C)=O (2-Bromo-1-[2-(tert-butyl-dimethyl-silanyloxy)-4-(4-methoxy-benzyloxy)-phenyl]-4-methyl-pentane-1,3-dione), S(O)(O)(=O)=O (sulfuric acid). The solvent is C(C)O (ethanol). Reaction conditions: temperature 50 celsius, time 16 hour. The product is BrC1=C(OC2=CC(=CC=C2C1=O)O)C(C)C (3-Bromo-7-hydroxy-2-isopropyl-chromen-4-one). RXN SMILES: [Br:1][CH:2]([C:29](=[O:33])[CH:30]([CH3:32])[CH3:31])[C:3]([C:5]1[CH:10]=[CH:9][C:8]([O:11]CC2C=CC(OC)=CC=2)=[CH:7][C:6]=1O[Si](C(C)(C)C)(C)C)=[O:4].S(=O)(=O)(O)O>C(O)C>[Br:1][C:2]1[C:3](=[O:4])[C:5]2[C:6](=[CH:7][C:8]([OH:11])=[CH:9][CH:10]=2)[O:33][C:29]=1[CH:30]([CH3:31])[CH3:32]. Procedure: 2-Bromo-1-[2-(tert-butyl-dimethyl-silanyloxy)-4-(4-methoxy-benzyloxy)-phenyl]-4-methyl-pentane-1,3-dione (6.77 g, 12.65 mmol) is dissolved in absolute ethanol (350 ml) at 50° C. Concentrated sulfuric acid (16 ml) is added dropwise. The mixture is stirred at 50° C. for 16 hours, after which time further 0.5 ml of concentrated sulfuric acid are added. The stirring is continued for a further 4 hours at 50° C. The reaction mixture is cooled to room temperature, and most of the ethanol is removed und... The reactants are C(=C)(C)N1C(NC2=C1C=CC=C2)=O (1-isopropenyl-1,3-dihydro-benzoimidazol-2-one). Reagents/catalysts: [Pd] (palladium on carbon). Run in CO (MeOH). Run at time 2 hour. Yields the product C(C)(C)N1C(NC2=C1C=CC=C2)=O (1-isopropyl-1,3-dihydro-benzoimidazol-2-one). The yield is 99.9%. RXN SMILES: [C:1]([N:4]1[C:8]2[CH:9]=[CH:10][CH:11]=[CH:12][C:7]=2[NH:6][C:5]1=[O:13])([CH3:3])=[CH2:2]>[Pd].CO>[CH:1]([N:4]1[C:8]2[CH:9]=[CH:10][CH:11]=[CH:12][C:7]=2[NH:6][C:5]1=[O:13])([CH3:3])[CH3:2]. Reported procedure: A mixture of 1-isopropenyl-1,3-dihydro-benzoimidazol-2-one (J. Davoll, J. Chem. Soc. 1960, 308) (6.90 g, 39.6 mmol) and 10% palladium on carbon (1.0 g) in MeOH (50 mL) was placed in a Parr shaker under hydrogen (40 psi) for 2 h. The reaction mixture was filtered through celite and evaporated to give 6.97 g (100%) of 1-isopropyl-1,3-dihydro-benzoimidazol-2-one as a white solid. Starting materials: C1(=CC=CC=C1)C1N(O1)S(=O)(=O)C1=CC=CC=C1 (3-phenyl-2-(phenylsulfonyl)-1,2-oxaziridine), C[Si](C)(C)[N-][Si](C)(C)C.[K+] (KHMDS), C(C1=CC=CC=C1)OC=1C=C(C=CC1)C1=NN2C(N=C(C(=C2Cl)CC(=O)OC)C)=C1 (methyl 2-(2-(3-(benzyloxy)phenyl)-7-chloro-5-methylpyrazolo[1,5-a]pyrimidin-6-yl)acetate). Solvent: C1CCOC1 (THF), C1CCOC1 (THF), C1CCOC1 (THF). Reaction conditions: temperature -78 celsius, time 30 minute. Product: C(C1=CC=CC=C1)OC=1C=C(C=CC1)C1=NN2C(N=C(C(=C2Cl)C(C(=O)OC)O)C)=C1 (Methyl 2-(2-(3-(benzyloxy)phenyl)-7-chloro-5-methylpyrazolo[1,5-a]pyrimidin-6-yl)-2-hydroxyacetate). Yield: 22.0%. Reaction SMILES: C[Si]([N-][Si](C)(C)C)(C)C.[K+].[CH2:11]([O:18][C:19]1[CH:20]=[C:21]([C:25]2[CH:40]=[C:28]3[N:29]=[C:30]([CH3:39])[C:31]([CH2:34][C:35]([O:37][CH3:38])=[O:36])=[C:32]([Cl:33])[N:27]3[N:26]=2)[CH:22]=[CH:23][CH:24]=1)[C:12]1[CH:17]=[CH:16][CH:15]=[CH:14][CH:13]=1.C1(C2[O:49]N2S(C2C=CC=CC=2)(=O)=O)C=CC=CC=1>C1COCC1>[CH2:11]([O:18][C:19]1[CH:20]=[C:21]([C:25]2[CH:40]=[C:28]3[N:29]=[C:30]([CH3:39])[C:31]([CH:34]([OH:49])[C:35]([O:37][CH3:38])=[O:36])=[C:32]([Cl:33])[N:27]3[N:26]=2)[CH:22]=[CH:23][CH:24]=1)[C:12]1[CH:13]=[CH:14][CH:15]=[CH:16][CH:17]=1 |f:0.1|. Procedure details: To a stirred solution of KHMDS (0.5 M in toluene, 1.50 mL, 0.78 mmol) in THF (12 mL) at −78° C. was added a solution of methyl 2-(2-(3-(benzyloxy)phenyl)-7-chloro-5-methylpyrazolo[1,5-a]pyrimidin-6-yl)acetate (0.35 g, 0.83 mmol) in THF (12 mL) dropwise over 40 min. The mixture was stirred at −78° C. for 30 min. A solution of 3-phenyl-2-(phenylsulfonyl)-1,2-oxaziridine (0.33 g, 1.25 mmol) in THF (24 mL) was added over 20 min and the reaction mixture was stirred for additional 30 min at −78° C. Th... Reactants: O (water), BrC=1C(=NC=NC1Cl)N (5-bromo-6-chloropyrimidin-4-amine), FC1=C(C=C(C=C1)C=1N=C(N(C1)C)C1CCNCC1)C(F)(F)F (4-[4-(4-fluoro-3-trifluoromethyl-phenyl)-1-methyl-1h-imidazol-2-yl]-piperidine), C([O-])([O-])=O.[K+].[K+] (potassium carbonate). Run in CS(=O)C (DMSO). Run at temperature 60 celsius, time 8 hour. Yields the product BrC=1C(=NC=NC1N1CCC(CC1)C=1N(C=C(N1)C1=CC(=C(C=C1)F)C(F)(F)F)C)N (5-Bromo-6-{4-[4-(4-fluoro-3-trifluoromethyl-phenyl)-1-methyl-1H-imidazol-2-yl]-piperidin-1-yl}-pyrimidin-4-ylamine). Isolated yield 86.0%. As a reaction SMILES: [Br:1][C:2]1[C:3]([NH2:9])=[N:4][CH:5]=[N:6][C:7]=1Cl.[F:10][C:11]1[CH:16]=[CH:15][C:14]([C:17]2[N:18]=[C:19]([CH:23]3[CH2:28][CH2:27][NH:26][CH2:25][CH2:24]3)[N:20]([CH3:22])[CH:21]=2)=[CH:13][C:12]=1[C:29]([F:32])([F:31])[F:30].C(=O)([O-])[O-].[K+].[K+].O>CS(C)=O>[Br:1][C:2]1[C:3]([NH2:9])=[N:4][CH:5]=[N:6][C:7]=1[N:26]1[CH2:27][CH2:28][CH:23]([C:19]2[N:20]([CH3:22])[CH:21]=[C:17]([C:14]3[CH:15]=[CH:16][C:11]([F:10])=[C:12]([C:29]([F:32])([F:30])[F:31])[CH:13]=3)[N:18]=2)[CH2:24][CH2:25]1 |f:2.3.4|. Procedure details: A mixture of 5-bromo-6-chloropyrimidin-4-amine (357.2 mg; 1.71 mmol; 1.02 eq.), 4-[4-(4-fluoro-3-trifluoromethyl-phenyl)-1-methyl-1h-imidazol-2-yl]-piperidine (550.00 mg; 1.68 mmol; 1.0 eq.), potassium carbonate (464.4 mg; 3.36 mmol; 2.0 eq.) in DMSO (6.0 ml) was stirred at 60° C. overnight. The reaction mixture was poured into water. The precipitate was filtered, washed with water and dried under vacuum to afford the title compound in 86% yield. LC-MS: (M+1=499, obsd.=499). Reactants: CN(C)CCCOc1ccc(CC=O)cc1, CO, NCCCCCNC(=O)CCN1CCC(OC(=O)Nc2ccccc2-c2ccccc2)CC1. The product is CN(C)CCCOc1ccc(CNCCCCCNC(=O)CCN2CCC(OC(=O)Nc3ccccc3-c3ccccc3)CC2)cc1. RXN SMILES: [CH3:34][N:35]([CH2:36][CH2:37][CH2:38][O:39][c:40]1[cH:41][cH:42][c:43]([CH2:46][CH:47]=[O:48])[cH:44][cH:45]1)[CH3:49].[CH3:50][OH:51].[NH2:1][CH2:2][CH2:3][CH2:4][CH2:5][CH2:6][NH:7][C:8](=[O:9])[CH2:10][CH2:11][N:12]1[CH2:13][CH2:14][CH:15]([O:18][C:19]([NH:20][c:21]2[c:22](-[c:27]3[cH:28][cH:29][cH:30][cH:31][cH:32]3)[cH:23][cH:24][cH:25][cH:26]2)=[O:33])[CH2:16][CH2:17]1>>[NH:1]([CH2:2][CH2:3][CH2:4][CH2:5][CH2:6][NH:7][C:8](=[O:9])[CH2:10][CH2:11][N:12]1[CH2:13][CH2:14][CH:15]([O:18][C:19]([NH:20][c:21]2[c:22](-[c:27]3[cH:28][cH:29][cH:30][cH:31][cH:32]3)[cH:23][cH:24][cH:25][cH:26]2)=[O:33])[CH2:16][CH2:17]1)[CH2:46][c:43]1[cH:42][cH:41][c:40]([O:39][CH2:38][CH2:37][CH2:36][N:35]([CH3:34])[CH3:49])[cH:45][cH:44]1. The reactants are COC(=O)N1CC[C@@H]2[C@](CCC[C@H]12)(C#CC=1C=C(C=CC1)C)O ((3aS,4R,7aS)-4-hydroxy-4-m-tolylethynyl-octahydro-indole-1-carboxylic acid methyl ester), N1(C=NC=C1)CC(=O)O (2-(1H-imidazol-1-yl)acetic acid). Yields the product COC(=O)N1CC[C@H]2[C@@](CCC[C@@H]12)(C#CC=1C=C(C=CC1)C)OC(CN1C=NC=C1)=O ((3aR,4S,7aR)-4-(2-imidazol-1-yl-acetoxy)-4-m-tolylethynyl-octahydro-indole-1-carboxylic acid methyl ester). RXN SMILES: [CH3:1][O:2][C:3]([N:5]1[C@@H:13]2[C@@H:8]([C@@:9]([OH:23])([C:14]#[C:15][C:16]3[CH:17]=[C:18]([CH3:22])[CH:19]=[CH:20][CH:21]=3)[CH2:10][CH2:11][CH2:12]2)[CH2:7][CH2:6]1)=[O:4].[N:24]1([CH2:29][C:30](O)=[O:31])[CH:28]=[CH:27][N:26]=[CH:25]1>>[CH3:1][O:2][C:3]([N:5]1[C@H:13]2[C@H:8]([C@:9]([O:23][C:30](=[O:31])[CH2:29][N:24]3[CH:28]=[CH:27][N:26]=[CH:25]3)([C:14]#[C:15][C:16]3[CH:17]=[C:18]([CH3:22])[CH:19]=[CH:20][CH:21]=3)[CH2:10][CH2:11][CH2:12]2)[CH2:7][CH2:6]1)=[O:4]. Procedure: Synthesis in analogy to the General Method 1 starting from (3aS,4R,7aS)-4-hydroxy-4-m-tolylethynyl-octahydro-indole-1-carboxylic acid methyl ester and 2-(1H-imidazol-1-yl)acetic acid to yield (3aR,4S,7aR)-4-(2-imidazol-1-yl-acetoxy)-4-m-tolylethynyl-octahydro-indole-1-carboxylic acid methyl ester. MS [M+H]=422; RT=5.152 min; LC-MS Method III